Dataset: the Open Reaction Database (ORD), a public repository of structured organic reaction records. Task: describe an organic reaction: reactants, conditions, products, and yield As a reaction SMILES: [C:6]([CH3:7])([CH3:8])([CH3:9])[CH:10]1[CH:11]([O:24][CH2:25][c:26]2[cH:27][cH:28][cH:29][cH:30][cH:31]2)[C:12](=[O:23])[N:13]1[CH2:14][c:15]1[cH:16][cH:17][c:18]([O:19][CH3:20])[cH:21][cH:22]1.[CH3:33][C:34]#[N:35].[NH4+:1].[O-:2][N+:3](=[O:4])[O-:5].[OH2:32]>>[C:6]([CH3:7])([CH3:8])([CH3:9])[CH:10]1[CH:11]([O:24][CH2:25][c:26]2[cH:27][cH:28][cH:29][cH:30][cH:31]2)[C:12](=[O:23])[NH:13]1. Product: CC(C)(C)C1NC(=O)C1OCc1ccccc1. Reactants: COc1ccc(CN2C(=O)C(OCc3ccccc3)C2C(C)(C)C)cc1, CC#N, [NH4+], O=[N+]([O-])[O-], O. The reactants are ClCCC1=NC=CC(=C1[N+](=O)[O-])NC(CC)CC ((2-chloroethyl-3-nitro-pyridin-4-yl)-(1-ethyl-propyl)amine), CC1=C(C(=CC(=C1)C)C)O (2,4,6-trimethylphenol), CC(C)([O-])C.[K+] (potassium tert-butoxide). The solvent is C1CCOC1 (THF). Run at time 8 hour. Yields the product C(C)C(CC)NC1=C(C(=NC(=C1)C)OC1=C(C=C(C=C1C)C)C)[N+](=O)[O-] ((1-Ethyl-propyl)[6-methyl-3-nitro-2-(2,4,6 -trimethyl-phenoxy)-pyridin-4-yl]amine). The yield is 82.1%. RXN SMILES: ClCC[C:4]1[C:9]([N+:10]([O-:12])=[O:11])=[C:8]([NH:13][CH:14]([CH2:17][CH3:18])[CH2:15][CH3:16])[CH:7]=[CH:6][N:5]=1.[CH3:19][C:20]1[CH:25]=[C:24]([CH3:26])[CH:23]=[C:22]([CH3:27])[C:21]=1[OH:28].[CH3:29]C(C)([O-])C.[K+]>C1COCC1>[CH2:17]([CH:14]([NH:13][C:8]1[CH:7]=[C:6]([CH3:29])[N:5]=[C:4]([O:28][C:21]2[C:22]([CH3:27])=[CH:23][C:24]([CH3:26])=[CH:25][C:20]=2[CH3:19])[C:9]=1[N+:10]([O-:12])=[O:11])[CH2:15][CH3:16])[CH3:18] |f:2.3|. Reported procedure: To a mixture of (2-chloroethyl-3-nitro-pyridin-4-yl)-(1-ethyl-propyl)amine (80 mg, 0.31 mmol) and 2,4,6-trimethylphenol (43 mg, 0.31 mmol) in 2 ml of dry THF was added potassium tert-butoxide (35 mg, 0.31 mmol) and the resulting mixture was stirred at rt overnight. The mixture was quenched with water and extracted with ethyl acetate. The organic layer was dried and concentrated to give a yellow solid. The solid was purified through silica gel column chromatography using 6:4 ratio of chloroform:h... The product is COC=1C=C(C=CC1[N+](=O)[O-])C1=NN(C=C1)CCNC(=O)C1=NNC(=C1)C (N-(2-(3-(3-methoxy-4-nitrophenyl)-1H-pyrazol-1-yl)ethyl)-5-methyl-1H-pyrazole-3-carboxamide). The yield is 33.6%. The solvent is CN(C)C=O (DMF), C(Cl)Cl (DCM). As a reaction SMILES: [CH3:1][C:2]1[CH:6]=[C:5]([C:7]([OH:9])=O)[NH:4][N:3]=1.C1C=CC2N(O)N=NC=2C=1.N=C=N.[CH3:23][O:24][C:25]1[CH:26]=[C:27]([C:34]2[CH:38]=[CH:37][N:36]([CH2:39][CH2:40][NH2:41])[N:35]=2)[CH:28]=[CH:29][C:30]=1[N+:31]([O-:33])=[O:32].C(O)C(N)(CO)CO>CN(C=O)C.C(Cl)Cl>[CH3:23][O:24][C:25]1[CH:26]=[C:27]([C:34]2[CH:38]=[CH:37][N:36]([CH2:39][CH2:40][NH:41][C:7]([C:5]3[CH:6]=[C:2]([CH3:1])[NH:3][N:4]=3)=[O:9])[N:35]=2)[CH:28]=[CH:29][C:30]=1[N+:31]([O-:33])=[O:32]. Starting materials: CC1=NNC(=C1)C(=O)O (3-Methylpyrazole-5-carboxylic acid), COC=1C=C(C=CC1[N+](=O)[O-])C1=NN(C=C1)CCN (2-(3-(3-methoxy-4-nitrophenyl)-1H-pyrazol-1-yl)ethanamine), C(C(CO)(CO)N)O (Trisamine), C=1C=CC2=C(C1)N=NN2O (HOBt), N=C=N (carbodiimide). Reaction conditions: time 10 minute. Procedure details: 3-Methylpyrazole-5-carboxylic acid (70.0 mg, 0.555 mmol), HOBt (85 mg, 0.629 mmol) and PS-carbodiimide (672 mg) were weighed in a glass vial. DCM (4 ml) and DMF (0.4 ml) were added. The mixture was stirred for 10 minutes. 2-(3-(3-methoxy-4-nitrophenyl)-1H-pyrazol-1-yl)ethanamine (97 mg, 0.370 mmol) was added and the mixture was stirred for 24 h. The solids were filtered off. PS-Trisamine (616 mg, 1.849 mmol) was added to the filtrate. The mixture was stirred for 2 h and filtered. The filtrate wa... Reactants: NC=1SC(=NN1)C1=CC=C(C=C1)C(C)(C)C (2-amino-5-(4-tert-butylphenyl)-1,3,4-thiadiazole), C(CC(=O)[O-])(=O)OC1=C(C=C(C=C1Cl)Cl)Cl (2,4,6-trichlorophenyl malonate). Run in C1=CC=C(C=C1)C2=CC=CC=C2.C1=CC=C(C=C1)OC2=CC=CC=C2 (Dowtherm A). Yields the product C(C)(C)(C)C1=CC=C(C=C1)C1=NN2C(=NC(=CC2=O)O)S1 (2-(4-tert-butylphenyl)-7-hydroxy-5H-[1,3,4]thiadiazolo[3,2-a]pyrimidin-5-one). Yield: 96.6%. RXN SMILES: [NH2:1][C:2]1[S:3][C:4]([C:7]2[CH:12]=[CH:11][C:10]([C:13]([CH3:16])([CH3:15])[CH3:14])=[CH:9][CH:8]=2)=[N:5][N:6]=1.[C:17](OC1C(Cl)=CC(Cl)=CC=1Cl)(=[O:22])[CH2:18][C:19]([O-])=[O:20]>C1C=CC(C2C=CC=CC=2)=CC=1.C1C=CC(OC2C=CC=CC=2)=CC=1>[C:13]([C:10]1[CH:11]=[CH:12][C:7]([C:4]2[S:3][C:2]3=[N:1][C:17]([OH:22])=[CH:18][C:19](=[O:20])[N:6]3[N:5]=2)=[CH:8][CH:9]=1)([CH3:16])([CH3:15])[CH3:14] |f:2.3|. Procedure: A mixture of 9.3 g of 2-amino-5-(4-tert-butylphenyl)-1,3,4-thiadiazole, 20 g of 2,4,6-trichlorophenyl malonate and 50 ml of Dowtherm A was heated at a temperature of 120° to 130° C. for 2 hours. After allowing the mixture to cool, the precipitate was separated by filtration, washed successively with isopropanol and diethyl ether to obtain 11.6 g of 2-(4-tert-butylphenyl)-7-hydroxy-5H-[1,3,4]thiadiazolo[3,2-a]pyrimidin-5-one as a colorless, crystalline powder having a melting point of 265° to 268... Starting materials: [OH-].[Na+] (sodium hydroxide), Cl.NN=CC1=CC=C(C=C1)C1=NOC2(C1)CCN(CC2)C(CCCC(=O)OCC)=O (Ethyl 5- (3- (4- (Aminoiminomethyl)phenyl) -1-oxa-2, 8-diaza-spiro[4.5]dec-2-en-8-yl) -5-oxopentanoate Hydrochloride), C(C)(=O)O (acetic acid). The solvent is C(C)O (ethanol). The product is NN=CC1=CC=C(C=C1)C1=NOC2(C1)CCN(CC2)C(CCCC(=O)O)=O (5-(3-(4-(Aminoiminomethyl)phenyl)-1-oxa-2,8-diaza-spiro[4.5]dec-2-en-8-yl)-5-oxopentanoic Acid). As a reaction SMILES: Cl.[NH2:2][N:3]=[CH:4][C:5]1[CH:10]=[CH:9][C:8]([C:11]2[CH2:15][C:14]3([CH2:20][CH2:19][N:18]([C:21](=[O:30])[CH2:22][CH2:23][CH2:24][C:25]([O:27]CC)=[O:26])[CH2:17][CH2:16]3)[O:13][N:12]=2)=[CH:7][CH:6]=1.[OH-].[Na+].C(O)(=O)C>C(O)C>[NH2:2][N:3]=[CH:4][C:5]1[CH:6]=[CH:7][C:8]([C:11]2[CH2:15][C:14]3([CH2:20][CH2:19][N:18]([C:21](=[O:30])[CH2:22][CH2:23][CH2:24][C:25]([OH:27])=[O:26])[CH2:17][CH2:16]3)[O:13][N:12]=2)=[CH:9][CH:10]=1 |f:0.1,2.3|. Procedure details: 0.34 g (0.78 mmol) of the ethyl ester from Example 16 were dissolved in 5 ml ethanol, and after addition of 1 ml 2 N aqueous sodium hydroxide solution the mixture was stirred over night. It was brought to pH 5 with diluted acetic acid, stirred for 30 min, and the title acid was filtered with suction, washed with water and ethanol, successively, and dried in vacuo at 50° C. Starting materials: C(C)OC(=O)C=C[O-].[K+] (potassium 2-ethoxycarbonyl-ethenolate), O.NN (hydrazine monohydrate), [Br-].COC=1C=C2C(OC(C2=CC1)[P+](C1=CC=CC=C1)(C1=CC=CC=C1)C1=CC=CC=C1)=O ((5-methoxy-3-oxo-1,3-dihydro-isobenzofuran-1-yl)triphenyl-phosphonium bromide), C(Cl)Cl (CH2Cl2). Solvent: C(C)O (ethanol). Yields the product C(C)OC(CCC1=NNC(C2=CC(=CC=C12)OC)=O)=O (3-(6-Methoxy-4-oxo-3,4-dihydro-phthalazin-1-yl)-propionic acid ethyl ester). The yield is 37.6%. RXN SMILES: [CH2:1]([O:3][C:4]([CH:6]=[CH:7][O-])=[O:5])[CH3:2].[K+].[Br-].[CH3:11][O:12][C:13]1[CH:14]=[C:15]2[C:19](=[CH:20][CH:21]=1)[CH:18]([P+](C1C=CC=CC=1)(C1C=CC=CC=1)C1C=CC=CC=1)[O:17][C:16]2=O.C(Cl)Cl.O.[NH2:46][NH2:47]>C(O)C>[CH2:1]([O:3][C:4](=[O:5])[CH2:6][CH2:7][C:18]1[C:19]2[C:15](=[CH:14][C:13]([O:12][CH3:11])=[CH:21][CH:20]=2)[C:16](=[O:17])[NH:47][N:46]=1)[CH3:2] |f:0.1,2.3,5.6|. Procedure details: Operating analogously to what described in example 113 starting from potassium 2-ethoxycarbonyl-ethenolate (771 mg, 5 mmoles), (5-methoxy-3-oxo-1,3-dihydro-isobenzofuran-1-yl)triphenyl-phosphonium bromide (2.53 g, 5 mmoles), prepared as described in example 36, CH2Cl2 (20 ml) and hydrazine monohydrate (250 mg, 5 mmoles) in ethanol (20 ml), 0.52 g of the title compound were obtained. Reactants: N1=CC(=CC=C1)C=CC(=O)O (3-(3-pyridyl)-acrylic acid), C1(=CC=CC=2CCCCC12)N1CCN(CC1)CCCCN (4-[4-(5,6,7,8-tetrahydro-naphthalin-1-yl)-piperazin-1-yl]-butylamine), TEA, C=1C=CC2=C(C1)N=NN2O (HOBT), C(CCl)Cl (EDC). Run in ClCCl (dichloromethane). Conditions: temperature 0 celsius, time 30 minute. Product: N1=CC(=CC=C1)C=CC(=O)NCCCCN1CCN(CC1)C1=CC=CC=2CCCCC12 (3-pyridin-3-yl-N-[4-(4-{5,6,7,8-tetrahydro-naphthalin-1-yl}-piperazin-1-yl)-butyl]-acrylamide). As a reaction SMILES: [N:1]1[CH:6]=[CH:5][CH:4]=[C:3]([CH:7]=[CH:8][C:9]([OH:11])=O)[CH:2]=1.C1C=CC2N(O)N=NC=2C=1.C(Cl)CCl.[C:26]1([N:36]2[CH2:41][CH2:40][N:39]([CH2:42][CH2:43][CH2:44][CH2:45][NH2:46])[CH2:38][CH2:37]2)[C:35]2[CH2:34][CH2:33][CH2:32][CH2:31][C:30]=2[CH:29]=[CH:28][CH:27]=1>ClCCl>[N:1]1[CH:6]=[CH:5][CH:4]=[C:3]([CH:7]=[CH:8][C:9]([NH:46][CH2:45][CH2:44][CH2:43][CH2:42][N:39]2[CH2:40][CH2:41][N:36]([C:26]3[C:35]4[CH2:34][CH2:33][CH2:32][CH2:31][C:30]=4[CH:29]=[CH:28][CH:27]=3)[CH2:37][CH2:38]2)=[O:11])[CH:2]=1. Procedure: 1.6 g (11.1 mmol) 3-(3-pyridyl)-acrylic acid and 6.2 ml (44.3 mmol) TEA are suspended in 80 ml absolute dichloromethane and cooled to ca. 0° C. under moisture exclusion. 2.0 g (12.1 mmol) 81% HOBT and 2.3 g (12.1 mmol) EDC are added and the mixture is stirred for 30 min under ice cooling. 4.0 g (10.1 mmol) 4-[4-(5,6,7,8-tetrahydro-naphthalin-1-yl)-piperazin-1-yl]-butylamine are added and the mixture is stirred without cooling overnight at RT. Subsequently, the batch is washed twice with 25 ml 2M... The reactants are C(C1=CC=CC=C1)N(O)CC1=CC=CC=C1 (N,N-dibenzylhydroxylamine), C(C=C)(=O)OC (methyl acrylate), CC(C)([O-])C.[K+] (potassium-tert-butoxide). Solvent: C(C)O (ethanol). Yields the product C(C)OC(CCON(CC1=CC=CC=C1)CC1=CC=CC=C1)=O (Ethyl-3-[N,N-dibenzylaminoxy]propanoate). RXN SMILES: [CH2:1]([N:8]([CH2:10][C:11]1[CH:16]=[CH:15][CH:14]=[CH:13][CH:12]=1)[OH:9])[C:2]1[CH:7]=[CH:6][CH:5]=[CH:4][CH:3]=1.[C:17]([O:21][CH3:22])(=[O:20])[CH:18]=[CH2:19].[CH3:23]C(C)([O-])C.[K+]>C(O)C>[CH2:22]([O:21][C:17](=[O:20])[CH2:18][CH2:19][O:9][N:8]([CH2:1][C:2]1[CH:3]=[CH:4][CH:5]=[CH:6][CH:7]=1)[CH2:10][C:11]1[CH:16]=[CH:15][CH:14]=[CH:13][CH:12]=1)[CH3:23] |f:2.3|. Procedure: The procedure of Example I is repeated using 21.33 g of N,N-dibenzylhydroxylamine, 10.33 g of methyl acrylate and 1.0 g of potassium-tert-butoxide in 100 ml of ethanol, to afford the title compound as a colorless liquid.